The task is: describe an organic reaction: reactants, conditions, products, and yield. This data is from the Open Reaction Database (ORD), a public repository of structured organic reaction records. The reactants are (Me3C)2PH(S), C1CCOC1 (THF), ClC1=CC=CC=C1 (chlorobenzene), C1(=C(C=CC=C1)[Mg]Cl)C (o-tolylmagnesium chloride). Reagents/catalysts: C1/C=C\CC/C=C\C1.C1/C=C\CC/C=C\C1.[Ni] (Ni(COD)2). Reaction conditions: time 10 minute. Yields the product C1(=CC=CC=C1)C1=C(C=CC=C1)C (2-phenyltoluene). The yield is 57.0%. As a reaction SMILES: C1COCC1.[C:6]1([CH3:14])[CH:11]=[CH:10][CH:9]=[CH:8][C:7]=1[Mg]Cl.Cl[C:16]1[CH:21]=[CH:20][CH:19]=[CH:18][CH:17]=1>C1CC=CCCC=C1.C1CC=CCCC=C1.[Ni]>[C:6]1([C:14]2[CH:20]=[CH:21][CH:16]=[CH:17][C:18]=2[CH3:19])[CH:11]=[CH:10][CH:9]=[CH:8][CH:7]=1 |f:3.4.5|. Procedure: In the drybox, 54.0 mg (0.303 mm) of (Me3C)2PH(S) (from Experiment 18), 83.4 mg (0.303 mm) of Ni(COD)2 and 10.0 mL of THF were loaded into a reactor (20 mL) equipped with a magnetic stir bar. The resulting mixture was stirred at room temperatureover a period of 10 min. After addition of 1.126 g (10.0 mm) of chlorobenzene, the resulting mixture was stirred for 5 min until the catalytic reaction was initiated by dropwise addition of 15 mL (15.0 mm, 1.0 M in THF) of o-tolylmagnesium chloride at roo... Conditions: temperature -5 celsius. The reactants are FC1=C(C=CC(=N1)N(C(OC(C)(C)C)=O)C=1C=NC(=CC1)C)C=O (tert-butyl N-(6-fluoro-5-formyl-2-pyridyl)-N-(6-methyl-3-pyridyl)carbamate), C1(=CC=CC=C1)S(=O)(=O)N1C=C(C2=C1N=CN=C2Cl)I (7-(benzenesulfonyl)-4-chloro-5-iodo-pyrrolo[2,3-d]pyrimidine), C(C)(C)[Mg]Cl (Isopropylmagnesium Chloride), O (water). The product is C1(=CC=CC=C1)S(=O)(=O)N1C=C(C2=C1N=CN=C2Cl)C(C=2C=CC(=NC2F)N(C(OC(C)(C)C)=O)C=2C=NC(=CC2)C)O (tert-butyl N-[5-[[7-(benzenesulfonyl)-4-chloro-pyrrolo[2,3-d]pyrimidin-5-yl]-hydroxy-methyl]-6-fluoro-2-pyridyl]-N-(6-methyl-3-pyridyl)carbamate). The solvent is C1CCOC1 (THF), O1CCCC1 (Tetrahydrofuran), O1CCCC1 (Tetrahydrofuran). Reported procedure: To a solution of 7-(benzenesulfonyl)-4-chloro-5-iodo-pyrrolo[2,3-d]pyrimidine (1, 0.43 g, 1.01 mmol) in Tetrahydrofuran (5 mL) at −30° C. under nitrogen was added 2.0 M Isopropylmagnesium Chloride in Tetrahydrofuran (0.5 ml) slowly. The reaction was allowed to warm to −5° C. in 75 minutes. Then, the reaction was cooled to −45° C., followed by adding tert-butyl N-(6-fluoro-5-formyl-2-pyridyl)-N-(6-methyl-3-pyridyl)carbamate (84, 0.24 g, 0.72 mmol) in THF (3.0 mL). The reaction was allowed to warm... Reaction SMILES: [C:1]1([S:7]([N:10]2[C:14]3[N:15]=[CH:16][N:17]=[C:18]([Cl:19])[C:13]=3[C:12](I)=[CH:11]2)(=[O:9])=[O:8])[CH:6]=[CH:5][CH:4]=[CH:3][CH:2]=1.C([Mg]Cl)(C)C.[F:26][C:27]1[N:32]=[C:31]([N:33]([C:41]2[CH:42]=[N:43][C:44]([CH3:47])=[CH:45][CH:46]=2)[C:34](=[O:40])[O:35][C:36]([CH3:39])([CH3:38])[CH3:37])[CH:30]=[CH:29][C:28]=1[CH:48]=[O:49].O>O1CCCC1>[C:1]1([S:7]([N:10]2[C:14]3[N:15]=[CH:16][N:17]=[C:18]([Cl:19])[C:13]=3[C:12]([CH:48]([OH:49])[C:28]3[CH:29]=[CH:30][C:31]([N:33]([C:41]4[CH:42]=[N:43][C:44]([CH3:47])=[CH:45][CH:46]=4)[C:34](=[O:40])[O:35][C:36]([CH3:39])([CH3:38])[CH3:37])=[N:32][C:27]=3[F:26])=[CH:11]2)(=[O:9])=[O:8])[CH:6]=[CH:5][CH:4]=[CH:3][CH:2]=1. The reactants are CC1CCN(CC1)CC1=CC=CC(=N1)NC(=O)NC=1N=C(SC1)C1=CC=NC=C1 (1-[6-(4-Methylpiperidin-1-ylmethyl)pyridin-2-yl]-3-(2-pyridin-4-yl-thiazol-4-yl)urea), Cl (HCl). The product is Cl.CC1CCN(CC1)CC1=CC=CC(=N1)NC(=O)NC=1N=C(SC1)C1=CC=NC=C1 (1-[6-(4-Methylpiperidin-1-ylmethyl)pyridin-2-yl]-3-(2-pyridin-4-yl-thiazol-4-yl)urea hydrochloride). Reaction SMILES: [CH3:1][CH:2]1[CH2:7][CH2:6][N:5]([CH2:8][C:9]2[N:14]=[C:13]([NH:15][C:16]([NH:18][C:19]3[N:20]=[C:21]([C:24]4[CH:29]=[CH:28][N:27]=[CH:26][CH:25]=4)[S:22][CH:23]=3)=[O:17])[CH:12]=[CH:11][CH:10]=2)[CH2:4][CH2:3]1.[ClH:30]>>[ClH:30].[CH3:1][CH:2]1[CH2:7][CH2:6][N:5]([CH2:8][C:9]2[N:14]=[C:13]([NH:15][C:16]([NH:18][C:19]3[N:20]=[C:21]([C:24]4[CH:25]=[CH:26][N:27]=[CH:28][CH:29]=4)[S:22][CH:23]=3)=[O:17])[CH:12]=[CH:11][CH:10]=2)[CH2:4][CH2:3]1 |f:2.3|. Procedure: 1-[6-(4-Methylpiperidin-1-ylmethyl)pyridin-2-yl]-3-(2-pyridin-4-yl-thiazol-4-yl)urea (70 mg, 0.171 mmol, Example 65) was treated with HCl (0.19 mL., 0.188 mmol, 1M in Et2O) to afford the title salt as a yellow solid.